This data is from the Open Reaction Database (ORD), a public repository of structured organic reaction records. The task is: describe an organic reaction: reactants, conditions, products, and yield Starting materials: C(C)(C)(C)O (tert-butanol), CC[C@H]1CN2CC[C@H]1C[C@@H]2[C@H](C3=C4C=C(C=CC4=NC=C3)OC)OC5=NN=C(C6=CC=CC=C65)O[C@H]([C@H]7C[C@@H]8CCN7C[C@@H]8CC)C9=C1C=C(C=CC1=NC=C9)OC (AD-mix-beta), FC(COC1=NC=C(C=C1)C=C)(F)F (2-(2,2,2-trifluoroethoxy)-5-vinylpyridine). Solvent: O (water). The product is FC(COC1=CC=C(C=N1)C(CO)O)(F)F (1-(6-(2,2,2-trifluoroethoxy)pyridin-3-yl)ethane-1,2-diol). Isolated yield 86.0%. Reaction SMILES: [C:1]([OH:5])(C)([CH3:3])[CH3:2].CC[C@@H]1[C@@H]2C[C@H]([C@@H](OC3C4C(=CC=CC=4)C(O[C@@H](C4C=CN=C5C=4C=C(OC)C=C5)[C@@H]4N5C[C@H](CC)[C@@H](CC5)C4)=NN=3)C3C=CN=C4C=3C=C([O:27]C)C=C4)N(CC2)C1.[F:64][C:65]([F:77])([F:76])[CH2:66][O:67][C:68]1[CH:73]=[CH:72]C(C=C)=[CH:70][N:69]=1>O>[F:64][C:65]([F:77])([F:76])[CH2:66][O:67][C:68]1[N:69]=[CH:70][C:2]([CH:1]([OH:5])[CH2:3][OH:27])=[CH:72][CH:73]=1. Reported procedure: A 200 mL flask is charged with tert-butanol (30 mL), water (30 mL) and AD-mix-beta (10 g, 4.92 mmol). Stirring room temperature producted two clear phased. The lower aquerous phase bright yellow. The mixture is cooled to 0° C. Whereupon some of the dissolved salts precipitate. 2-(2,2,2-trifluoroethoxy)-5-vinylpyridine (1.00 g, 4.92 mmol, Step-2) is added at once, and the heterogeneous slurry is stirred vigorously at 0° C. for 15 hours. White precipitate is filtrated and filtrate is removed under... Starting materials: C(C1=CC=CC=C1)(=O)OC1=CC(=CC=C1)C (3-methylphenyl benzoate), C(C1=CC=CC=C1)(=O)OOC(C1=CC=CC=C1)=O (benzoyl peroxide), BrN1C(CCC1=O)=O (N-bromosuccinimide). Solvent: C(Cl)(Cl)(Cl)Cl (carbon tetrachloride). Yields the product C(C1=CC=CC=C1)(=O)OC1=CC(=CC=C1)CBr (3-(Bromomethyl)phenyl benzoate). Reaction SMILES: [C:1]([O:9][C:10]1[CH:15]=[CH:14][CH:13]=[C:12]([CH3:16])[CH:11]=1)(=[O:8])[C:2]1[CH:7]=[CH:6][CH:5]=[CH:4][CH:3]=1.C(OOC(=O)C1C=CC=CC=1)(=O)C1C=CC=CC=1.[Br:35]N1C(=O)CCC1=O>C(Cl)(Cl)(Cl)Cl>[C:1]([O:9][C:10]1[CH:15]=[CH:14][CH:13]=[C:12]([CH2:16][Br:35])[CH:11]=1)(=[O:8])[C:2]1[CH:3]=[CH:4][CH:5]=[CH:6][CH:7]=1. Procedure: To a solution of 20.83 g (0.098 mol) of 3-methylphenyl benzoate in 280 mL of carbon tetrachloride was added a catalytic amount of benzoyl peroxide, followed by 20.96 g (0.118 mol) of N-bromosuccinimide. The reaction mixture was stirred and heated under reflux overnight. After cooling to room temperature, the solid material was filtered off. The filtrate was washed with 100 mL of water. The organic phase was removed and dried over magnesium sulfate, filtered and evaporated to dryness in a rotary ... The reactants are solid, intermediate b, BrC1=C(N=NC(=C1)Cl)N (4-bromo-6-chloro-pyridazin-3-ylamine), FC(COC1=NC=CC=C1B(O)O)(F)F (2-(2,2,2-trifluoroethoxy)pyridine-3-boronic acid). Product: ClC1=CC(=C(N=N1)N)C=1C(=NC=CC1)OCC(F)(F)F (6-Chloro-4-[2-(2,2,2-trifluoro-ethoxy)-pyridin-3-yl]-pyridazin-3-ylamine). Reaction SMILES: Br[C:2]1[CH:7]=[C:6]([Cl:8])[N:5]=[N:4][C:3]=1[NH2:9].[F:10][C:11]([F:24])([F:23])[CH2:12][O:13][C:14]1[C:19](B(O)O)=[CH:18][CH:17]=[CH:16][N:15]=1>>[Cl:8][C:6]1[N:5]=[N:4][C:3]([NH2:9])=[C:2]([C:19]2[C:14]([O:13][CH2:12][C:11]([F:23])([F:10])[F:24])=[N:15][CH:16]=[CH:17][CH:18]=2)[CH:7]=1. Procedure: The title compound was prepared in analogy to example 1, intermediate b, from 4-bromo-6-chloro-pyridazin-3-ylamine (CAS RN 446273-59-2) and 2-(2,2,2-trifluoroethoxy)pyridine-3-boronic acid (CAS RN 1218790-79-4) after a reaction time of 18 hours. Brown solid (43%). MS (ESI+): m/z=305.041 ([M+H]+). Starting materials: ether-methanol, N=C=N (carbodiimide), NO (hydroxylamine), C1(=CC=CC=C1)NC(=S)NC (1-phenyl-3-methylthiourea), mercuric oxide, Cl.NO (hydroxylamine hydrochloride), [OH-].[K+] (potassium hydroxide). Solvent: CCOCC (ether), CCOCC (ether), CO (methanol). Conditions: time 0.5 hour. Yields the product C1(=CC=CC=C1)NC(=NO)NC (1-phenyl-3-methyl-2-hydroxyguanidine). Isolated yield 19.7%. Reaction SMILES: [C:1]1([NH:7][C:8]([NH:10][CH3:11])=S)[CH:6]=[CH:5][CH:4]=[CH:3][CH:2]=1.Cl.[NH2:13][OH:14].[OH-].[K+].N=C=N.NO>CCOCC.CO>[C:1]1([NH:7][C:8]([NH:10][CH3:11])=[N:13][OH:14])[CH:6]=[CH:5][CH:4]=[CH:3][CH:2]=1 |f:1.2,3.4|. Procedure details: A mixture of 6.6 g (0.04 mole) of 1-phenyl-3-methylthiourea and 17.3 g (0.08 mole) of yellow mercuric oxide in 50 ml of ether was stirred vigorously at room temperature for 0.5 hour. The thick slurry was diluted with additional ether and filtered. To the filtrate was added all at once a solution of hydroxylamine prepared by treating 3.5 g (0.05 mole) of hydroxylamine hydrochloride in 50 ml of methanol at 0° with 2.8 g (0.05 mole) of potassium hydroxide (filtered after 0.5 hour to remove potassiu... Reactants: BrC1=NC(=CC=C1OC)[N+](=O)[O-] (2-Bromo-3-methoxy-6-nitropyridine), [H][H] (hydrogen). Reagents/catalysts: O.[Pt](=O)=O (platinum (IV) oxide hydrate). The solvent is C(C)(=O)OCC (ethyl acetate). The product is BrC1=NC(=CC=C1OC)N (2-Bromo-3-methoxy-6aminopyridine). Isolated yield 98.7%. As a reaction SMILES: [Br:1][C:2]1[C:7]([O:8][CH3:9])=[CH:6][CH:5]=[C:4]([N+:10]([O-])=O)[N:3]=1.[H][H]>C(OCC)(=O)C.O.[Pt](=O)=O>[Br:1][C:2]1[C:7]([O:8][CH3:9])=[CH:6][CH:5]=[C:4]([NH2:10])[N:3]=1 |f:3.4|. Procedure details: 2-Bromo-3-methoxy-6-nitropyridine (Desc. 5; 9.0 g, 38.6 mmol) and platinum (IV) oxide hydrate (250 mg) in ethyl acetate (250 ml) was hydrogenated at 20 psi hydrogen for 1 hour. The catalyst was removed by filtration and the filtrate concentrated to give the product as a yellow solid (7.73 g, 38.1 mmol, 99% yield). Yields the product CCNc1ccc(C2(C)C(=O)Nc3cc(Cl)cc(Cl)c3C2=O)cc1. Reaction SMILES: [CH:23]([CH3:24])=[O:25].[NH2:1][c:2]1[cH:3][cH:4][c:5]([C:8]2([CH3:22])[C:9](=[O:21])[NH:10][c:11]3[cH:12][c:13]([Cl:20])[cH:14][c:15]([Cl:19])[c:16]3[C:17]2=[O:18])[cH:6][cH:7]1>>[NH:1]([c:2]1[cH:3][cH:4][c:5]([C:8]2([CH3:22])[C:9](=[O:21])[NH:10][c:11]3[cH:12][c:13]([Cl:20])[cH:14][c:15]([Cl:19])[c:16]3[C:17]2=[O:18])[cH:6][cH:7]1)[CH2:23][CH3:24]. The reactants are CC=O, CC1(c2ccc(N)cc2)C(=O)Nc2cc(Cl)cc(Cl)c2C1=O. The reactants are [N+](=O)([O-])C1=CC=C(C2=CC=CC=C12)N=C1SC[C@@H](N1)CC(C)C ((4S)-2-(4-nitro-1-naphthylimino)-4-isobutyl-1,3-thiazolidine), C(C(C)C)Br (isobutyl bromide). Product: [N+](=O)([O-])C1=CC=C(C2=CC=CC=C12)N=C1SC[C@@H](N1CC(C)C)CC(C)C ((4S)-2-(4-nitro-1-naphthylimino)-3,4-diisobutyl-1,3-thiazolidine). As a reaction SMILES: [N+:1]([C:4]1[C:13]2[C:8](=[CH:9][CH:10]=[CH:11][CH:12]=2)[C:7]([N:14]=[C:15]2[NH:19][C@@H:18]([CH2:20][CH:21]([CH3:23])[CH3:22])[CH2:17][S:16]2)=[CH:6][CH:5]=1)([O-:3])=[O:2].[CH2:24](Br)[CH:25]([CH3:27])[CH3:26]>>[N+:1]([C:4]1[C:13]2[C:8](=[CH:9][CH:10]=[CH:11][CH:12]=2)[C:7]([N:14]=[C:15]2[N:19]([CH2:24][CH:25]([CH3:27])[CH3:26])[C@@H:18]([CH2:20][CH:21]([CH3:23])[CH3:22])[CH2:17][S:16]2)=[CH:6][CH:5]=1)([O-:3])=[O:2]. Reported procedure: (1S)-1-(Hydroxymethyl)-3-methylbutylamine was made from (L)-leucine methyl ester as described in Method B1b. 4-Nitro-1-naphthylamine was converted to 4-nitro-1-naphthyl isothiocyanate according to Method A2b. 4-Nitro-1-naphthyl isothiocyanate was reacted with (1S)-1-(hydroxymethyl)-3-methylbutylamine to Method C2a to give (4S)-2-(4-nitro-1-naphthylimino)-4-isobutyl-1,3-thiazolidine. The thiazolidine was reacted with isobutyl bromide according to Method D2a to give (4S)-2-(4-nitro-1-naphthylimino...